This data is from the Open Reaction Database (ORD), a public repository of structured organic reaction records. The task is: describe an organic reaction: reactants, conditions, products, and yield Starting materials: Cn1ccc(N)n1, Cc1c(C)c(N(CCCl)CCCl)c(C)c2c1OC(C)(C)C2. Yields the product Cc1c(C)c(N2CCN(c3ccn(C)n3)CC2)c(C)c2c1OC(C)(C)C2. As a reaction SMILES: [CH3:22][n:23]1[n:24][c:25]([NH2:28])[cH:26][cH:27]1.[Cl:1][CH2:2][CH2:3][N:4]([c:5]1[c:6]([CH3:18])[c:7]([CH3:17])[c:8]2[c:9]([c:15]1[CH3:16])[CH2:10][C:11]([CH3:13])([CH3:14])[O:12]2)[CH2:19][CH2:20][Cl:21]>>[CH2:2]1[CH2:3][N:4]([c:5]2[c:6]([CH3:18])[c:7]([CH3:17])[c:8]3[c:9]([c:15]2[CH3:16])[CH2:10][C:11]([CH3:13])([CH3:14])[O:12]3)[CH2:19][CH2:20][N:28]1[c:25]1[n:24][n:23]([CH3:22])[cH:27][cH:26]1. Starting materials: CN(CCOc1ccc(CC2SC(=O)NC2=O)cc1)c1ccccn1, CS(=O)(=O)O, CC(C)=O. Yields the product CN(CCOc1ccc(CC2SC(=O)NC2=O)cc1)c1ccccn1, CS(=O)(=O)O. Reaction SMILES: [CH3:1][N:2]([c:3]1[n:4][cH:5][cH:6][cH:7][cH:8]1)[CH2:9][CH2:10][O:11][c:12]1[cH:13][cH:14][c:15]([CH2:16][CH:17]2[C:18](=[O:23])[NH:19][C:20](=[O:22])[S:21]2)[cH:24][cH:25]1.[CH3:26][S:27]([OH:28])(=[O:29])=[O:30].[CH3:31][C:32](=[O:33])[CH3:34]>>[CH3:1][N:2]([c:3]1[n:4][cH:5][cH:6][cH:7][cH:8]1)[CH2:9][CH2:10][O:11][c:12]1[cH:13][cH:14][c:15]([CH2:16][CH:17]2[C:18](=[O:23])[NH:19][C:20](=[O:22])[S:21]2)[cH:24][cH:25]1.[CH3:26][S:27](=[O:28])(=[O:29])[OH:30].